describe an organic reaction: reactants, conditions, products, and yield From a dataset of the Open Reaction Database (ORD), a public repository of structured organic reaction records. The reactants are [N+](=O)([O-])C1=CC=C(C(CC2OC(=O)C3=CC=CC=C23)=O)C=C1 (3-(4-nitrophenacyl)phthalide), S(=O)(Cl)Cl (thionyl chloride), Cl (HCl). The solvent is C1=CC=CC=C1 (benzene). Conditions: time 1 hour. Product: [N+](=O)([O-])C1=CC=C(C(=O)C=CC2=C(C(=O)Cl)C=CC=C2)C=C1 (o-(4'-nitrobenzoylvinyl)benzoyl chloride). RXN SMILES: [N+:1]([C:4]1[CH:22]=[CH:21][C:7]([C:8](=[O:20])[CH2:9][CH:10]2[C:19]3[C:14](=[CH:15][CH:16]=[CH:17][CH:18]=3)[C:12](=O)[O:11]2)=[CH:6][CH:5]=1)([O-:3])=[O:2].S(Cl)([Cl:25])=O.Cl>C1C=CC=CC=1>[N+:1]([C:4]1[CH:22]=[CH:21][C:7]([C:8]([CH:9]=[CH:10][C:19]2[CH:18]=[CH:17][CH:16]=[CH:15][C:14]=2[C:12]([Cl:25])=[O:11])=[O:20])=[CH:6][CH:5]=1)([O-:3])=[O:2]. Procedure details: A 500 ml flask fitted with a reflux condenser was charged with 29.7 grams (0.1 mol) of 3-(4-nitrophenacyl)phthalide, 0.12 mol of freshly distilled thionyl chloride and 100 ml of benzene. The mixture was heated to reflux temperature on a steambath, and a clear solution formed on initiation of refluxing, with evolution of HCl. The evolution ceased after 1 hour, after which benzene and excess unreacted thionyl chloride were distilled off under reduced pressure. The residual solid in the flask was t... Reactants: BrC1=CC2=C(C(=NCC(N2)=S)C2=C(C=CC=C2F)F)C=C1 (1,3-dihydro-8-bromo-5-(2,6-difluorophenyl)-2H-1,4-benzodiazepine-2-thione), COCC(=O)NN (methoxyacetic acid hydrazide). The solvent is C(CCC)O (n-butyl alcohol). The product is BrC1=CC2=C(C(=NCC=3N2C(=NN3)COC)C3=C(C=CC=C3F)F)C=C1 (9-bromo-1-(methoxymethyl)-6-(2,6-difluorophenyl)-4H-s-triazolo[4,3-a][1,4]benzodiazepine). Reaction SMILES: [Br:1][C:2]1[CH:21]=[CH:20][C:5]2[C:6]([C:12]3[C:17]([F:18])=[CH:16][CH:15]=[CH:14][C:13]=3[F:19])=[N:7][CH2:8][C:9](=S)[NH:10][C:4]=2[CH:3]=1.[CH3:22][O:23][CH2:24][C:25]([NH:27][NH2:28])=O>C(O)CCC>[Br:1][C:2]1[CH:21]=[CH:20][C:5]2[C:6]([C:12]3[C:17]([F:18])=[CH:16][CH:15]=[CH:14][C:13]=3[F:19])=[N:7][CH2:8][C:9]3[N:10]([C:25]([CH2:24][O:23][CH3:22])=[N:27][N:28]=3)[C:4]=2[CH:3]=1. Procedure details: In the manner given in Example 1, a solution of 1,3-dihydro-8-bromo-5-(2,6-difluorophenyl)-2H-1,4-benzodiazepine-2-thione in n-butyl alcohol was heated to reflux with methoxyacetic acid hydrazide to give 9-bromo-1-(methoxymethyl)-6-(2,6-difluorophenyl)-4H-s-triazolo[4,3-a][1,4]benzodiazepine. The reactants are CCC1=NCCO1, Oc1ccccc1. The product is CCC(=O)NCCOc1ccccc1. As a reaction SMILES: [CH2:1]([CH3:2])[C:3]1=[N:7][CH2:6][CH2:5][O:4]1.[OH:8][c:9]1[cH:10][cH:11][cH:12][cH:13][cH:14]1>>[CH2:1]([CH3:2])[C:3](=[O:4])[NH:7][CH2:6][CH2:5][O:8][c:9]1[cH:10][cH:11][cH:12][cH:13][cH:14]1. Reactants: C, CC1(NC(=O)OCc2ccccc2)CCN(C(=O)C(O)(c2ccccc2)C2CCC(F)(F)C2)CC1, CO, CCOC(C)=O, [Pd]. Yields the product CC1(N)CCN(C(=O)C(O)(c2ccccc2)C2CCC(F)(F)C2)CC1. Reaction SMILES: [C:44].[CH2:1]([O:2][C:3](=[O:4])[NH:11][C:12]1([CH3:35])[CH2:13][CH2:14][N:15]([C:18]([C:19]([c:20]2[cH:21][cH:22][cH:23][cH:24][cH:25]2)([OH:26])[CH:27]2[CH2:28][C:29]([F:32])([F:33])[CH2:30][CH2:31]2)=[O:34])[CH2:16][CH2:17]1)[c:5]1[cH:6][cH:7][cH:8][cH:9][cH:10]1.[CH3:36][OH:37].[CH3:38][CH2:39][O:40][C:41](=[O:42])[CH3:43].[Pd:45]>>[NH2:11][C:12]1([CH3:35])[CH2:13][CH2:14][N:15]([C:18]([C:19]([c:20]2[cH:21][cH:22][cH:23][cH:24][cH:25]2)([OH:26])[CH:27]2[CH2:28][C:29]([F:32])([F:33])[CH2:30][CH2:31]2)=[O:34])[CH2:16][CH2:17]1. Reactants: C1OC2(C3=C(C=CC4=C2C=CC(=C4)C(C(=O)N)C)C=CC=C3)OC1 (2-(5,5-ethylenedioxy-5H-dibenzo[a,d]cyclohepten-2-yl)propionamide), Cl (hydrochloric acid), C(C)(=O)O (acetic acid). Yields the product C1=C(C=CC=2C(C3=C(C=CC21)C=CC=C3)=O)C(C(=O)O)C (2-(5H-dibenzo[a,d]cyclohepten-5-on-2-yl)propionic acid). Isolated yield 70.0%. RXN SMILES: C1CO[C:3]2([C:9]3[CH:10]=[CH:11][C:12]([CH:14]([CH3:18])[C:15](N)=[O:16])=[CH:13][C:8]=3[CH:7]=[CH:6][C:5]3[CH:19]=[CH:20][CH:21]=[CH:22][C:4]2=3)[O:2]1.Cl.C(O)(=[O:28])C>>[CH:13]1[C:8]2[CH:7]=[CH:6][C:5]3[CH:19]=[CH:20][CH:21]=[CH:22][C:4]=3[C:3](=[O:2])[C:9]=2[CH:10]=[CH:11][C:12]=1[CH:14]([CH3:18])[C:15]([OH:16])=[O:28]. Procedure: 11.0 Gm. of 2-(5,5-ethylenedioxy-5H-dibenzo[a,d]cyclohepten-2-yl)propionamide is refluxed for 2 hours in 70 ml. of acetic acid and 105 ml. of concentrated hydrochloric acid. The mixture is cooled and diluted, then extracted with ether. The ethereal solution is extracted with aqueous sodium carbonate and the extract acidified and extracted with ethyl acetate to afford a 70% yield of 2-(5H-dibenzo[a,d]cyclohepten-5-on-2-yl)propionic acid., m.p. (chloroform-hexane) 138°-139° C.; m.p. (acetone-hexan...